From a dataset of the Open Reaction Database (ORD), a public repository of structured organic reaction records. describe an organic reaction: reactants, conditions, products, and yield Starting materials: CNCc1ccccc1, CCN=C=NCCCN(C)C, COC(=O)C(CCNC(=O)c1ccc(Cl)cc1)OCC(=O)O, CN(C)C=O, Cl, Cl, O, On1nnc2ccccc21. Product: COC(=O)C(CCNC(=O)c1ccc(Cl)cc1)OCC(=O)N(C)Cc1ccccc1. RXN SMILES: [CH2:1]([c:2]1[cH:3][cH:4][cH:5][cH:6][cH:7]1)[NH:8][CH3:9].[CH2:22]([N:23]=[C:24]=[N:25][CH2:26][CH2:27][CH2:28][N:29]([CH3:30])[CH3:31])[CH3:32].[CH3:33][O:34][C:35]([CH:36]([CH2:37][CH2:38][NH:39][C:40](=[O:41])[c:42]1[cH:43][cH:44][c:45]([Cl:48])[cH:46][cH:47]1)[O:49][CH2:50][C:51](=[O:52])[OH:53])=[O:54].[CH3:56][N:57]([CH3:58])[CH:59]=[O:60].[ClH:21].[ClH:55].[OH2:10].[OH:11][n:12]1[c:13]2[cH:14][cH:15][cH:16][cH:17][c:18]2[n:19][n:20]1>>[CH2:1]([c:2]1[cH:3][cH:4][cH:5][cH:6][cH:7]1)[N:8]([CH3:9])[C:51]([CH2:50][O:49][CH:36]([C:35]([O:34][CH3:33])=[O:54])[CH2:37][CH2:38][NH:39][C:40](=[O:41])[c:42]1[cH:43][cH:44][c:45]([Cl:48])[cH:46][cH:47]1)=[O:53]. Reactants: CC1=C(C(=O)N)C(=CC(=C1)C)C (2,4,6-trimethylbenzamide), P(Cl)(Cl)(Cl)(Cl)Cl (phosphorus pentachloride), C(=O)O (formic acid). Run in C(Cl)(Cl)(Cl)Cl (carbon tetrachloride). Conditions: time 20 minute. The product is ClP(=O)(NC(C1=C(C=C(C=C1C)C)C)=O)Cl (N-[Dichlorophosphinyl]-2,4,6-trimethylbenzamide). Reaction SMILES: [CH3:1][C:2]1[CH:10]=[C:9]([CH3:11])[CH:8]=[C:7]([CH3:12])[C:3]=1[C:4]([NH2:6])=[O:5].[P:13]([Cl:18])(Cl)(Cl)(Cl)[Cl:14].C(O)=[O:20]>C(Cl)(Cl)(Cl)Cl>[Cl:14][P:13]([Cl:18])([NH:6][C:4](=[O:5])[C:3]1[C:7]([CH3:12])=[CH:8][C:9]([CH3:11])=[CH:10][C:2]=1[CH3:1])=[O:20]. Procedure: A suspension of 21 g (0.13 mole) of 2,4,6-trimethylbenzamide and 26.8 g (0.13 mole) of phosphorus pentachloride in 200 ml of AR carbon tetrachloride was heated at 70° for 30 min. The solution was cooled to 30° and 6.1 g (0.13 mole) of 97% formic acid added dropwise. Stirred for another 20 min., then filtered, washed with AR carbon tetrachloride and air-dried to give 20.5 g, m.p. 109°-110°. RXN SMILES: [Br:1][c:2]1[cH:3][cH:4][c:5]([CH3:8])[cH:6][cH:7]1.[C:9]([Li:10])([CH3:11])([CH3:12])[CH3:13].[CH3:14][O:15][C:16]([c:17]1[c:18]([Br:27])[cH:19][c:20]([C:21](=[O:22])[O:23][CH3:24])[cH:25][cH:26]1)=[O:28].[O:29]1[CH2:30][CH2:31][CH2:32][CH2:33]1>>[c:2]1(-[c:18]2[c:17]([C:16]([O:15][CH3:14])=[O:28])[cH:26][cH:25][c:20]([C:21](=[O:22])[O:23][CH3:24])[cH:19]2)[cH:3][cH:4][c:5]([CH3:8])[cH:6][cH:7]1. Product: COC(=O)c1ccc(C(=O)OC)c(-c2ccc(C)cc2)c1. The reactants are Cc1ccc(Br)cc1, [Li]C(C)(C)C, COC(=O)c1ccc(C(=O)OC)c(Br)c1, C1CCOC1. The reactants are CC(C)(C)OC(=O)NC(Cc1ccc(OC(C)(C)C)cc1)C(=O)O, CSCCC(N)C(=O)N(C)CCCc1ccccc1, CCOC(C)=O. The product is CSCCC(NC(=O)C(Cc1ccc(OC(C)(C)C)cc1)NC(=O)OC(C)(C)C)C(=O)N(C)CCCc1ccccc1. As a reaction SMILES: [C:1]([CH3:2])([CH3:3])([CH3:4])[O:5][C:6](=[O:7])[NH:8][CH:9]([CH2:10][c:11]1[cH:12][cH:13][c:14]([O:17][C:18]([CH3:19])([CH3:20])[CH3:21])[cH:15][cH:16]1)[C:22](=[O:23])[OH:24].[CH3:25][N:26]([C:27]([CH:28]([NH2:29])[CH2:30][CH2:31][S:32][CH3:33])=[O:34])[CH2:35][CH2:36][CH2:37][c:38]1[cH:39][cH:40][cH:41][cH:42][cH:43]1.[CH3:44][CH2:45][O:46][C:47](=[O:48])[CH3:49]>>[C:1]([CH3:2])([CH3:3])([CH3:4])[O:5][C:6](=[O:7])[NH:8][CH:9]([CH2:10][c:11]1[cH:12][cH:13][c:14]([O:17][C:18]([CH3:19])([CH3:20])[CH3:21])[cH:15][cH:16]1)[C:22](=[O:23])[NH:29][CH:28]([C:27]([N:26]([CH3:25])[CH2:35][CH2:36][CH2:37][c:38]1[cH:39][cH:40][cH:41][cH:42][cH:43]1)=[O:34])[CH2:30][CH2:31][S:32][CH3:33].